The task is: describe an organic reaction: reactants, conditions, products, and yield. This data is from the Open Reaction Database (ORD), a public repository of structured organic reaction records. The reactants are C(C)OC(=O)NC1(CC2=CC=CC=C2C1)C(=O)O (2-Ethoxycarbonylaminoindan-2-carboxylic Acid). The solvent is S(=O)(Cl)Cl (thionyl chloride). Yields the product C(=O)(O)NC1(CC2=CC=CC=C2C1)C(=O)OC(=O)C1(CC2=CC=CC=C2C1)NC(=O)O (N-Carboxy-2-aminoindan-2-carboxylic Acid Anhydride). Isolated yield 56.3%. As a reaction SMILES: C([O:3][C:4]([NH:6][C:7]1([C:16]([OH:18])=[O:17])[CH2:15][C:14]2[C:9](=[CH:10][CH:11]=[CH:12][CH:13]=2)[CH2:8]1)=[O:5])C>S(Cl)(Cl)=O>[C:4]([NH:6][C:7]1([C:16]([O:18][C:16]([C:7]2([NH:6][C:4]([OH:5])=[O:3])[CH2:15][C:14]3[C:9](=[CH:10][CH:11]=[CH:12][CH:13]=3)[CH2:8]2)=[O:17])=[O:17])[CH2:8][C:9]2[C:14](=[CH:13][CH:12]=[CH:11][CH:10]=2)[CH2:15]1)([OH:3])=[O:5]. Procedure details: The resultant compound of Example 4 (500 mg, 2.00 mmol) was dissolved in thionyl chloride (3 ml). Evaporation after 17 hours provided a solid which was recrystallized from ethyl acetate/hexane to give 239 mg (59%) of the desired product. Reactants: COCCCCOC(C1CN(CC1)C(=O)OC(C)(C)C)C1=CC=CC=C1 (tert-Butyl 3-((4-methoxybutoxy)(phenyl)methyl)pyrrolidine-1-carboxylate), O1CCOCC1 (dioxane), Cl (HCl). Run at time 2 hour. The product is Cl.COCCCCOC(C1CNCC1)C1=CC=CC=C1 (3-((4-methoxybutoxy)(phenyl)methyl)pyrrolidine hydrochloride). RXN SMILES: [CH3:1][O:2][CH2:3][CH2:4][CH2:5][CH2:6][O:7][CH:8]([C:21]1[CH:26]=[CH:25][CH:24]=[CH:23][CH:22]=1)[CH:9]1[CH2:13][CH2:12][N:11](C(OC(C)(C)C)=O)[CH2:10]1.O1CCOCC1.[ClH:33]>>[ClH:33].[CH3:1][O:2][CH2:3][CH2:4][CH2:5][CH2:6][O:7][CH:8]([C:21]1[CH:22]=[CH:23][CH:24]=[CH:25][CH:26]=1)[CH:9]1[CH2:13][CH2:12][NH:11][CH2:10]1 |f:3.4|. Procedure: tert-Butyl 3-((4-methoxybutoxy)(phenyl)methyl)pyrrolidine-1-carboxylate (47 mg, 0.13 mmol) was dissolved in 4 M HCl in dioxane (4 mL, 16 mmol). The solution was stirred at rt for 2 h and concentrated to afford 3-((4-methoxybutoxy)(phenyl)methyl)pyrrolidine hydrochloride (41.3 mg, quant) as an oil. Reactants: FC1=C(CN2N=C(C=3C2=NC=CC3)C(OC)=N)C=CC=C1 (methyl (2-fluorobenzyl)-1H-pyrazolo[3,4-b]pyridine-3-carboximidate), C(C)(=O)O (acetic acid), [Cl-].[NH4+] (ammonium chloride), CO (methanol). Yields the product NC1=CC(=NN1CC1=C(C=CC=C1)F)C(=O)OCC (Ethyl 5-amino-1-(2-fluorobenzyl)pyrazole-3-carboxylate). Reaction SMILES: [F:1][C:2]1[CH:21]=[CH:20][CH:19]=[CH:18][C:3]=1[CH2:4][N:5]1[C:9]2=NC=CC=[C:8]2[C:7](C(=N)OC)=[N:6]1.[C:22](O)(=[O:24])[CH3:23].[Cl-].[NH4+:27].[CH3:28][OH:29]>>[NH2:27][C:9]1[N:5]([CH2:4][C:3]2[CH:18]=[CH:19][CH:20]=[CH:21][C:2]=2[F:1])[N:6]=[C:7]([C:28]([O:24][CH2:22][CH3:23])=[O:29])[CH:8]=1 |f:2.3|. Procedure details: The solution of methyl (2-fluorobenzyl)-1H-pyrazolo[3,4-b]pyridine-3-carboximidate in methanol obtained from example 2 E) is mixed with 33.76 g (32.19 ml, 562 mmol) of glacial acetic acid and 9.28 g (173 mmol) of ammonium chloride and stirred under reflux overnight. The solvent is evaporated in vacuo, the residue is thoroughly triturated with acetone, and the precipitated solid is filtered off with suction. The product is CCC1(O)C(=O)OCc2c1cc1n(c2=O)Cc2c-1nc1ccccc1c2CC[Si](C)(C)CSC(C)=O. The reactants are CC([O-])=S, CN(C)C=O, CCC1(O)C(=O)OCc2c1cc1n(c2=O)Cc2c-1nc1ccccc1c2CC[Si](C)(C)CCl, [K+]. Reaction SMILES: [C:34]([CH3:35])(=[S:36])[O-:37].[CH3:39][N:40]([CH3:41])[CH:42]=[O:43].[Cl:1][CH2:2][Si:3]([CH2:4][CH2:5][c:6]1[c:7]2[c:8]([n:9][c:10]3[c:18]1[CH2:17][n:16]1[c:11]-3[cH:12][c:13]3[c:14]([c:15]1=[O:19])[CH2:20][O:21][C:22](=[O:27])[C:23]3([OH:24])[CH2:25][CH3:26])[cH:28][cH:29][cH:30][cH:31]2)([CH3:32])[CH3:33].[K+:38]>>[CH2:2]([Si:3]([CH2:4][CH2:5][c:6]1[c:7]2[c:8]([n:9][c:10]3[c:18]1[CH2:17][n:16]1[c:11]-3[cH:12][c:13]3[c:14]([c:15]1=[O:19])[CH2:20][O:21][C:22](=[O:27])[C:23]3([OH:24])[CH2:25][CH3:26])[cH:28][cH:29][cH:30][cH:31]2)([CH3:32])[CH3:33])[S:36][C:34]([CH3:35])=[O:37]. Run at temperature 100 celsius, time 7.5 hour. The reactants are C(CCC)OC=C (butyl-vinyl ether), C(C1=CC=CC=C1)OCN1C=C(C2=C1C=NNC2=O)I (1-benzyloxymethyl-3-iodo-1,5-dihydropyrrolo[2,3-d]pyridazin-4-one). As a reaction SMILES: [CH2:1]([O:8][CH2:9][N:10]1[C:14]2[CH:15]=[N:16][NH:17][C:18](=[O:19])[C:13]=2[C:12](I)=[CH:11]1)[C:2]1[CH:7]=[CH:6][CH:5]=[CH:4][CH:3]=1.[CH2:21]([O:25]C=C)[CH2:22]CC>C([O-])(=O)C.[Pd+2].C([O-])(=O)C.C1(P(C2C=CC=CC=2)CCCP(C2C=CC=CC=2)C2C=CC=CC=2)C=CC=CC=1.CN(C)C=O>[C:21]([C:12]1[C:13]2[C:18](=[O:19])[NH:17][N:16]=[CH:15][C:14]=2[N:10]([CH2:9][O:8][CH2:1][C:2]2[CH:7]=[CH:6][CH:5]=[CH:4][CH:3]=2)[CH:11]=1)(=[O:25])[CH3:22] |f:2.3.4|. The solvent is CN(C=O)C (N,N-dimethylformamide). The yield is 40.0%. Reagents/catalysts: C(C)(=O)[O-].[Pd+2].C(C)(=O)[O-] (palladium acetate), C1(=CC=CC=C1)P(CCCP(C1=CC=CC=C1)C1=CC=CC=C1)C1=CC=CC=C1 (1,3-bis(diphenylphosphino)propane). Yields the product C(C)(=O)C1=CN(C=2C=NNC(C21)=O)COCC2=CC=CC=C2 (3-Acetyl-1-benzyloxymethyl-1,5-dihydropyrrolo[2,3-d]pyridazin-4-one). Reported procedure: To 43 ml of dehydrated N,N-dimethylformamide solution containing 6.48 g (17.0 mmol) of 1-benzyloxymethyl-3-iodo-1,5-dihydropyrrolo[2,3-d]pyridazin-4-one obtained in Reference example 21-(b) were added 0.19 g (0.46 mmol) of 1,3-bis(diphenylphosphino)propane, 94 mg (0.42 mmol) of palladium acetate and 8.4 g (83.9 mmol) of butyl-vinyl ether, and after degassing under reduced pressure, 4.7 ml of triethylamine was further added to the mixture under nitrogen atmosphere, and the mixture was stirred at ...